Dataset: the Open Reaction Database (ORD), a public repository of structured organic reaction records. Task: describe an organic reaction: reactants, conditions, products, and yield The reactants are CN1C(CCC2(C3=C(CCC12)C=C(C=C3)Br)C)=O (4-methyl-8-bromo-10b-methyl-1,2,3,4,4a, 5,6,10b-octahydrobenzo[f]quinolin-3-one), C1OC=2C=C(C=CC2O1)B(O)O (3,4-methylenedioxyphenyl boronic acid), C([O-])([O-])=O.[Na+].[Na+] (sodium carbonate), C1CCOC1 (THF). Reagents/catalysts: [Pd].C1(=CC=CC=C1)P(C1=CC=CC=C1)C1=CC=CC=C1.C1(=CC=CC=C1)P(C1=CC=CC=C1)C1=CC=CC=C1.C1(=CC=CC=C1)P(C1=CC=CC=C1)C1=CC=CC=C1.C1(=CC=CC=C1)P(C1=CC=CC=C1)C1=CC=CC=C1 (tetrakis (triphenylphosphine) palladium (0)). Run in C(Cl)(Cl)Cl (chloroform). Product: CN1C(CC[C@@]2(C3=C(CC[C@@H]12)C=C(C=C3)C3=CC1=C(C=C3)OCO1)C)=O ((+)-(4aR)-(10bR)-4-methyl-8-(3,4-methylenedioxyphenyl) -10b-methyl-1,2,3,4,4a, 5,6,10b-octahydrobenz[f]quinolin-3-one). Isolated yield 57.2%. Reaction SMILES: [CH3:1][N:2]1[CH:11]2[C:6]([CH3:17])([C:7]3[CH:15]=[CH:14][C:13](Br)=[CH:12][C:8]=3[CH2:9][CH2:10]2)[CH2:5][CH2:4][C:3]1=[O:18].[CH2:19]1[O:27][C:26]2[CH:25]=[CH:24][C:23](B(O)O)=[CH:22][C:21]=2[O:20]1.C(=O)([O-])[O-].[Na+].[Na+].C1COCC1>C(Cl)(Cl)Cl.[Pd].C1(P(C2C=CC=CC=2)C2C=CC=CC=2)C=CC=CC=1.C1(P(C2C=CC=CC=2)C2C=CC=CC=2)C=CC=CC=1.C1(P(C2C=CC=CC=2)C2C=CC=CC=2)C=CC=CC=1.C1(P(C2C=CC=CC=2)C2C=CC=CC=2)C=CC=CC=1>[CH3:1][N:2]1[C@H:11]2[C@@:6]([CH3:17])([C:7]3[CH:15]=[CH:14][C:13]([C:24]4[CH:23]=[CH:22][C:21]5[O:20][CH2:19][O:27][C:26]=5[CH:25]=4)=[CH:12][C:8]=3[CH2:9][CH2:10]2)[CH2:5][CH2:4][C:3]1=[O:18] |f:2.3.4,7.8.9.10.11|. Reported procedure: A 15 mL round bottom flask was charged with (+)-(4aR)- 10bR)-4-methyl-8-bromo-10b-methyl-1,2,3,4,4a, 5,6,10b-octahydrobenzo[f]quinolin-3-one 200 mg, 0.65 mmol), tetrakis (triphenylphosphine) palladium (0) (23 mg, 0.02 mmol), 3,4-methylenedioxyphenyl boronic acid (131 mg, 0.78 mmol), 0.65 mL of 2M sodium carbonate solution and 2 mL of THF, fitted with a reflux condenser, and the stirred mixture was heated at 80°, under nitrogen, for 24 h. The mixture was cooled, diluted with chloroform (50 mL) an... The reactants are ICCCCCCCCC1CC2=C(C(=C(C(=C2C1)OC)OC)OC)OC (2-(8-iodooctyl)-4,5,6,7-tetramethoxyindan), C1(C=2C(C(N1)=O)=CC=CC2)=O.[K] (potassium phthalimide). Solvent: C(C)(=O)OCC (ethyl acetate), CN(C)C=O (DMF). Reaction conditions: time 12 hour. The product is COC1=C2CC(CC2=C(C(=C1OC)OC)OC)CCCCCCCCN1C(C=2C(C1=O)=CC=CC2)=O (N-[8- (4,5,6,7-Tetramethoxyindan-2-yl)octyl]phthalimide). Yield: 84.5%. Reaction SMILES: I[CH2:2][CH2:3][CH2:4][CH2:5][CH2:6][CH2:7][CH2:8][CH2:9][CH:10]1[CH2:18][C:17]2[C:12](=[C:13]([O:25][CH3:26])[C:14]([O:23][CH3:24])=[C:15]([O:21][CH3:22])[C:16]=2[O:19][CH3:20])[CH2:11]1.[C:27]1(=[O:37])[NH:31][C:30](=[O:32])[C:29]2=[CH:33][CH:34]=[CH:35][CH:36]=[C:28]12.[K]>CN(C=O)C.C(OCC)(=O)C>[CH3:26][O:25][C:13]1[C:14]([O:23][CH3:24])=[C:15]([O:21][CH3:22])[C:16]([O:19][CH3:20])=[C:17]2[C:12]=1[CH2:11][CH:10]([CH2:9][CH2:8][CH2:7][CH2:6][CH2:5][CH2:4][CH2:3][CH2:2][N:31]1[C:30](=[O:32])[C:29]3=[CH:33][CH:34]=[CH:35][CH:36]=[C:28]3[C:27]1=[O:37])[CH2:18]2 |f:1.2,^1:37|. Procedure: To a solution of 2-(8-iodooctyl)-4,5,6,7-tetramethoxyindan (1.98 g) in DMF (10 ml) was dropwise added potassium phthalimide (924 mg). After being stirred at room temperature for 12 hr, the reaction mixture was diluted with ethyl acetate. The organic layer was washed with water and saturated aqueous sodium chloride and dried. The solvent was removed in vacuo and the residue was purified by alumina column chromatography (hexane to hexane:ethyl acetate=10:1) and then recrystallized from hexane gave... The product is OC1=CC=C(C=C1)N1CCN(CC1)C1=CC=C(C=C1)N1C=NN(C1=O)CC(C)C (4-(4-(4-(4-Hydroxyphenyl)piperazin-1-yl)phenyl)-1-isobutyl-1H-1,2,4-triazol-5(4H)-one). RXN SMILES: [CH2:1]([N:5]1[C:9](=[O:10])[N:8]([C:11]2[CH:16]=[CH:15][C:14]([N:17]3[CH2:22][CH2:21][N:20]([C:23]4[CH:28]=[CH:27][C:26]([O:29]C)=[CH:25][CH:24]=4)[CH2:19][CH2:18]3)=[CH:13][CH:12]=2)[CH:7]=[N:6]1)[CH:2]([CH3:4])[CH3:3]>Br>[OH:29][C:26]1[CH:27]=[CH:28][C:23]([N:20]2[CH2:19][CH2:18][N:17]([C:14]3[CH:13]=[CH:12][C:11]([N:8]4[C:9](=[O:10])[N:5]([CH2:1][CH:2]([CH3:4])[CH3:3])[N:6]=[CH:7]4)=[CH:16][CH:15]=3)[CH2:22][CH2:21]2)=[CH:24][CH:25]=1. Reported procedure: This compound was synthesized as a white amorphous solid from 4f (64.0 mg, 0.152 mmol) in 48% aqueous HBr (1.5 mL) in 91% yield by following general procedure 1.4: MALDI-MS: 394.2 (M+H+), 416.2 (M+Na+). Yield: 91.0%. The reactants are C(C(C)C)N1N=CN(C1=O)C1=CC=C(C=C1)N1CCN(CC1)C1=CC=C(C=C1)OC (1-Isobutyl-4-(4-(4-(4-methoxyphenyl)piperazin-1-yl)phenyl)-1H-1,2,4-triazol-5(4H)-one). Run in Br (HBr). Reactants: BrC1=NSC(=N1)C=1C=C(C=CC1)C=1C2=C(N=CN1)N(C=C2C(=O)OCC)COCC[Si](C)(C)C (ethyl 4-(3-(3-bromo-1,2,4-thiadiazol-5-yl)phenyl)-7-((2-(trimethylsilyl)ethoxy)methyl)-7H-pyrrolo[2,3-d]pyrimidine-5-carboxylate), CN(C)C=O (DMF). Reagents/catalysts: C=1C=CC(=CC1)[P](C=2C=CC=CC2)(C=3C=CC=CC3)[Pd]([P](C=4C=CC=CC4)(C=5C=CC=CC5)C=6C=CC=CC6)([P](C=7C=CC=CC7)(C=8C=CC=CC8)C=9C=CC=CC9)[P](C=1C=CC=CC1)(C=1C=CC=CC1)C=1C=CC=CC1 (tetrakis(triphenylphosphine)palladium(0)), [C-]#N.[Zn+2].[C-]#N (zinc cyanide). Run at temperature 95 celsius. Yields the product C(#N)C1=NSC(=N1)C=1C=C(C=CC1)C=1C2=C(N=CN1)N(C=C2C(=O)OCC)COCC[Si](C)(C)C (ethyl 4-(3-(3-cyano-1,2,4-thiadiazol-5-yl)phenyl)-7-((2-(trimethylsilyl)ethoxy)methyl)-7H-pyrrolo[2,3-d]pyrimidine-5-carboxylate). RXN SMILES: Br[C:2]1[N:6]=[C:5]([C:7]2[CH:8]=[C:9]([C:13]3[C:14]4[C:21]([C:22]([O:24][CH2:25][CH3:26])=[O:23])=[CH:20][N:19]([CH2:27][O:28][CH2:29][CH2:30][Si:31]([CH3:34])([CH3:33])[CH3:32])[C:15]=4[N:16]=[CH:17][N:18]=3)[CH:10]=[CH:11][CH:12]=2)[S:4][N:3]=1.[CH3:35][N:36](C=O)C>C1C=CC([P]([Pd]([P](C2C=CC=CC=2)(C2C=CC=CC=2)C2C=CC=CC=2)([P](C2C=CC=CC=2)(C2C=CC=CC=2)C2C=CC=CC=2)[P](C2C=CC=CC=2)(C2C=CC=CC=2)C2C=CC=CC=2)(C2C=CC=CC=2)C2C=CC=CC=2)=CC=1.[C-]#N.[Zn+2].[C-]#N>[C:35]([C:2]1[N:6]=[C:5]([C:7]2[CH:8]=[C:9]([C:13]3[C:14]4[C:21]([C:22]([O:24][CH2:25][CH3:26])=[O:23])=[CH:20][N:19]([CH2:27][O:28][CH2:29][CH2:30][Si:31]([CH3:34])([CH3:33])[CH3:32])[C:15]=4[N:16]=[CH:17][N:18]=3)[CH:10]=[CH:11][CH:12]=2)[S:4][N:3]=1)#[N:36] |f:3.4.5,^1:43,45,64,83|. Reported procedure: A mixture of ethyl 4-(3-(3-bromo-1,2,4-thiadiazol-5-yl)phenyl)-7-((2-(trimethylsilyl)ethoxy)methyl)-7H-pyrrolo[2,3-d]pyrimidine-5-carboxylate (51 mg, 0.092 mmol), tetrakis(triphenylphosphine)palladium(0) (53 mg, 0.046 mmol), and zinc cyanide (107 mg, 0.915 mmol) in DMF (1.0 mL) was heated to 95° C. overnight. The resulting mixture was filtered and concentrated under reduced pressure. Purification by chromatography on silica eluting with 0-50% ethyl acetatehexane gave ethyl 4-(3-(3-cyano-1,2,4-th... The reactants are COC(=O)C=1NS(C2=C(C1O)C=CC1=CC=CC=C12)(=O)=O (4-hydroxy-2H-naphtho[2,1-e]-1,2thiazine-3-carboxylic acid methyl ester-1,1-dioxide), NC1=CC=CC=C1 (aniline). Solvent: C=1(C(=CC=CC1)C)C (xylene). Run at time 8 hour. Yields the product OC1=C(NS(C2=C1C=CC1=CC=CC=C12)(=O)=O)C(=O)NC1=CC=CC=C1 (4-hydroxy-N-phenyl-2H-naphtho[2,1-e]-1,2-thiazine-3-carboxamide-1,1-dioxide). The yield is 55.5%. RXN SMILES: CO[C:3]([C:5]1[NH:6][S:7](=[O:21])(=[O:20])[C:8]2[C:19]3[C:14](=[CH:15][CH:16]=[CH:17][CH:18]=3)[CH:13]=[CH:12][C:9]=2[C:10]=1[OH:11])=[O:4].[NH2:22][C:23]1[CH:28]=[CH:27][CH:26]=[CH:25][CH:24]=1>C1(C)C(C)=CC=CC=1>[OH:11][C:10]1[C:9]2[CH:12]=[CH:13][C:14]3[C:19]([C:8]=2[S:7](=[O:21])(=[O:20])[NH:6][C:5]=1[C:3]([NH:22][C:23]1[CH:28]=[CH:27][CH:26]=[CH:25][CH:24]=1)=[O:4])=[CH:18][CH:17]=[CH:16][CH:15]=3. Reported procedure: A mixture of 9.58 gm (0.03 mol) of 4-hydroxy-2H-naphtho[2,1-e]-1,2thiazine-3-carboxylic acid methyl ester-1,1-dioxide, 3.72 gm (0.04 mol) of aniline and 150 ml of anhydrous xylene was refluxed for 10 hours in a Soxhlet apparatus equipped with a 4-A-molecular sieve. After cooling, the reaction mixture was allowed to stand overnight, whereupon the precipitaed crystals were suction-filtered off and recrystallized from ethylene chloride. 6.10 gm (55% of theory) of 4-hydroxy-N-phenyl-2H-naphtho[2,1-e... The reactants are CC(N)C(=O)N1C(=O)C(C)c2ccccc2-c2c(N)cccc21, CC(O)(C(=O)O)c1ccccc1. The product is CC(NC(=O)C(C)(O)c1ccccc1)C(=O)N1C(=O)C(C)c2ccccc2-c2c(N)cccc21. As a reaction SMILES: [NH2:13][CH:14]([CH3:15])[C:16](=[O:17])[N:18]1[c:19]2[c:20]([c:31]([NH2:35])[cH:32][cH:33][cH:34]2)-[c:21]2[c:22]([cH:27][cH:28][cH:29][cH:30]2)[CH:23]([CH3:26])[C:24]1=[O:25].[OH:1][C:2]([C:3](=[O:4])[OH:5])([CH3:6])[c:7]1[cH:8][cH:9][cH:10][cH:11][cH:12]1>>[OH:1][C:2]([C:3](=[O:5])[NH:13][CH:14]([CH3:15])[C:16](=[O:17])[N:18]1[c:19]2[c:20]([c:31]([NH2:35])[cH:32][cH:33][cH:34]2)-[c:21]2[c:22]([cH:27][cH:28][cH:29][cH:30]2)[CH:23]([CH3:26])[C:24]1=[O:25])([CH3:6])[c:7]1[cH:8][cH:9][cH:10][cH:11][cH:12]1. Procedure details: To 30 ml. of dihdropyran containing 450 mg. of p-toluenesulfonyl chloride was added 6.0 g. of the product of Step B and the solution was stirred at room temperature for 1 hr. The solution was then diluted with ethyl ether and washed with a 20% pyridine water mixture twice, and then water, then brine, and dried and evaporated to yield a pale yellow oil which crystallized (8.5 g.), and had a m.p. of 92°-96° C. The product is O1C(CCCC1)O[C@@H]1[C@]2(C)[C@@H](CC1)[C@@H]1CCC3=CCCC[C@]3(C)[C@H]1CC2 (17β-tetrahydropyranyloxy-4-androstene). As a reaction SMILES: [C:1]1(C)C=[CH:5][C:4](S(Cl)(=O)=O)=[CH:3][CH:2]=1.[OH:12][C@H:13]1[CH2:18][CH2:17][C@H:16]2[C@H:19]3[C@H:29]([CH2:30][CH2:31][C@:14]12[CH3:15])[C@:27]1([CH3:28])[C:22](=[CH:23][CH2:24][CH2:25][CH2:26]1)[CH2:21][CH2:20]3.C([O:34]CC)C>>[O:34]1[CH2:5][CH2:4][CH2:3][CH2:2][CH:1]1[O:12][C@H:13]1[CH2:18][CH2:17][C@H:16]2[C@H:19]3[C@H:29]([CH2:30][CH2:31][C@:14]12[CH3:15])[C@:27]1([CH3:28])[C:22](=[CH:23][CH2:24][CH2:25][CH2:26]1)[CH2:21][CH2:20]3. The reactants are C1(=CC=C(C=C1)S(=O)(=O)Cl)C (p-toluenesulfonyl chloride), O[C@@H]1[C@]2(C)[C@@H](CC1)[C@@H]1CCC3=CCCC[C@]3(C)[C@H]1CC2 (17β-hydroxy-4-androstene), C(C)OCC (ethyl ether).